Dataset: the Open Reaction Database (ORD), a public repository of structured organic reaction records. Task: describe an organic reaction: reactants, conditions, products, and yield Starting materials: C(C)(C)(C)OC(=O)N1CCC(CC1)COC1=C(C=CC=C1)N (1-(tert-butoxycarbonyl)-4-(2-aminophenoxymethyl)piperidine), O1CCCC1 (tetrahydrofuran). Solvent: C(C)(=O)OC(C)=O (acetic anhydride), C(C)N(CC)CC (triethylamine). Conditions: time 8 hour. Yields the product C(C)(C)(C)OC(=O)N1CCC(CC1)COC1=C(C=CC=C1)NC(C)=O (1-(tert-Butoxycarbonyl)-4-[2-(acetylamino)phenoxymethyl]piperidine). The yield is 100.0%. Reaction SMILES: [C:1]([O:5][C:6]([N:8]1[CH2:13][CH2:12][CH:11]([CH2:14][O:15][C:16]2[CH:21]=[CH:20][CH:19]=[CH:18][C:17]=2[NH2:22])[CH2:10][CH2:9]1)=[O:7])([CH3:4])([CH3:3])[CH3:2].[O:23]1CC[CH2:25][CH2:24]1>C(OC(=O)C)(=O)C.C(N(CC)CC)C>[C:1]([O:5][C:6]([N:8]1[CH2:9][CH2:10][CH:11]([CH2:14][O:15][C:16]2[CH:21]=[CH:20][CH:19]=[CH:18][C:17]=2[NH:22][C:24](=[O:23])[CH3:25])[CH2:12][CH2:13]1)=[O:7])([CH3:4])([CH3:2])[CH3:3]. Procedure: After dissolving 400 mg of 1-(tert-butoxycarbonyl)-4-(2-aminophenoxymethyl)piperidine in 10 ml of tetrahydrofuran, 0.15 ml of acetic anhydride and 0.24 ml of triethylamine were added and the mixture was stirred overnight at room temperature. The reaction solution was filtered with silica gel and NH silica gel. The solvent was distilled off under reduced pressure to obtain the title compound (459 mg, 100% yield).